This data is from the Open Reaction Database (ORD), a public repository of structured organic reaction records. The task is: describe an organic reaction: reactants, conditions, products, and yield The reactants are O=C([O-])[O-], CCOC(C)=O, CC(=O)Nc1cccc(C2(I)Cc3nc(Cl)nc(N4CCOCC4)c3S2)c1, [Cs+], [Cs+], CI, CN(C)C=O. The product is CC(=O)N(C)c1cccc(C2(I)Cc3nc(Cl)nc(N4CCOCC4)c3S2)c1. RXN SMILES: [C:28](=[O:29])([O-:30])[O-:31].[CH3:41][CH2:42][O:43][C:44](=[O:45])[CH3:46].[Cl:1][c:2]1[n:3][c:4]([N:22]2[CH2:23][CH2:24][O:25][CH2:26][CH2:27]2)[c:5]2[c:6]([n:7]1)[CH2:8][C:9]([I:11])([c:12]1[cH:13][c:14]([NH:18][C:19]([CH3:20])=[O:21])[cH:15][cH:16][cH:17]1)[S:10]2.[Cs+:32].[Cs+:33].[I:34][CH3:35].[O:36]=[CH:37][N:38]([CH3:39])[CH3:40]>>[Cl:1][c:2]1[n:3][c:4]([N:22]2[CH2:23][CH2:24][O:25][CH2:26][CH2:27]2)[c:5]2[c:6]([n:7]1)[CH2:8][C:9]([I:11])([c:12]1[cH:13][c:14]([N:18]([C:19]([CH3:20])=[O:21])[CH3:28])[cH:15][cH:16][cH:17]1)[S:10]2. Reactants: N1(CCOCC1)C1=CC=C2C(=C1)N(CC21CCS(CC1)(=O)=O)C(=O)OC(C)(C)C (tert-butyl 6-(4-morpholinyl)-2′,3′,5′,6′-tetrahydrospiro-[indole-3,4′-thiopyran]-1(2H)-carboxylate 1′,1′-dioxide), C(=O)(C(F)(F)F)O (TFA). Run in C(Cl)Cl (DCM). Reaction conditions: time 1 hour. The product is N1(CCOCC1)C1=CC=C2C(=C1)NCC21CCS(CC1)(=O)=O (6-morpholin-4-yl-1,2,2′,3′,5′,6′-hexahydrospiro[indole-3,4′-thiopyran]1′,1′-dioxide). As a reaction SMILES: [N:1]1([C:7]2[CH:12]=[C:11]3[N:13](C(OC(C)(C)C)=O)[CH2:14][C:15]4([CH2:20][CH2:19][S:18](=[O:22])(=[O:21])[CH2:17][CH2:16]4)[C:10]3=[CH:9][CH:8]=2)[CH2:6][CH2:5][O:4][CH2:3][CH2:2]1.C(O)(C(F)(F)F)=O>C(Cl)Cl>[N:1]1([C:7]2[CH:12]=[C:11]3[NH:13][CH2:14][C:15]4([CH2:20][CH2:19][S:18](=[O:21])(=[O:22])[CH2:17][CH2:16]4)[C:10]3=[CH:9][CH:8]=2)[CH2:6][CH2:5][O:4][CH2:3][CH2:2]1. Reported procedure: To a stirred solution of tert-butyl 6-(4-morpholinyl)-2′,3′,5′,6′-tetrahydrospiro-[indole-3,4′-thiopyran]-1(2H)-carboxylate 1′,1′-dioxide (60 mg, 0.142 mmol) in DCM (1 mL) was added TFA (438 μL, 5.68 mmol) and the reaction was stirred at rt for 1 h. After this time the reaction was evaporated in vacuo and dried on the vacuum pump overnight. The resulting residue was then partitioned between DCM (40 mL) and NaHCO3 (10 mL, sat. aqueous solution). The separated organic layer was dried over MgSO4, f... Starting materials: CCN=C=NCCCN(C)C, COc1cc(C(=O)O)cc2c1OC(C)(C)C2, Cn1ccc(N)n1, On1nnc2ccccc21. Product: COc1cc(C(=O)Nc2ccn(C)n2)cc2c1OC(C)(C)C2. As a reaction SMILES: [CH3:17][CH2:18][N:19]=[C:20]=[N:21][CH2:22][CH2:23][CH2:24][N:25]([CH3:26])[CH3:27].[CH3:1][O:2][c:3]1[cH:4][c:5]([C:14](=[O:15])[OH:16])[cH:6][c:7]2[c:11]1[O:10][C:9]([CH3:12])([CH3:13])[CH2:8]2.[CH3:38][n:39]1[n:40][c:41]([NH2:44])[cH:42][cH:43]1.[OH:28][n:29]1[c:30]2[c:31]([cH:32][cH:33][cH:34][cH:35]2)[n:36][n:37]1>>[CH3:1][O:2][c:3]1[cH:4][c:5]([C:14](=[O:16])[NH:44][c:41]2[n:40][n:39]([CH3:38])[cH:43][cH:42]2)[cH:6][c:7]2[c:11]1[O:10][C:9]([CH3:12])([CH3:13])[CH2:8]2. The reactants are OCc1cccc(Br)n1, CC(C)(C)[Si](C)(C)Cl, CN(C)C=O, CCOC(C)=O, c1c[nH]cn1. Product: CC(C)(C)[Si](C)(C)OCc1cccc(Br)n1. RXN SMILES: [Br:1][c:2]1[cH:3][cH:4][cH:5][c:6]([CH2:8][OH:9])[n:7]1.[C:15]([CH3:16])([CH3:17])([CH3:18])[Si:19]([CH3:20])([CH3:21])[Cl:22].[CH3:23][N:24]([CH3:25])[CH:26]=[O:27].[CH3:28][CH2:29][O:30][C:31](=[O:32])[CH3:33].[nH:10]1[cH:11][cH:12][n:13][cH:14]1>>[Br:1][c:2]1[cH:3][cH:4][cH:5][c:6]([CH2:8][O:9][Si:19]([C:15]([CH3:16])([CH3:17])[CH3:18])([CH3:20])[CH3:21])[n:7]1. Starting materials: ClCCC1=CC2=C(OCC(N2)=O)C=C1 (6-(2-Chloroethyl)-2H-benzo[b][1,4]oxazin-3(4H)-one), C1(=CC=C(C=C1)C1CCNCC1)C (4-p-tolylpiperidine), C(=O)([O-])[O-].[K+].[K+] (K2CO3). Run in CN(C)C=O (DMF). Conditions: temperature 80 celsius, time 4 hour. The product is C1(=CC=C(C=C1)C1CCN(CC1)CCC1=CC2=C(OCC(N2)=O)C=C1)C (6-(2-(4-p-tolylpiperidin-1-yl)ethyl)-2H-benzo[b][1,4]oxazin-3(4H)-one). RXN SMILES: Cl[CH2:2][CH2:3][C:4]1[CH:14]=[CH:13][C:7]2[O:8][CH2:9][C:10](=[O:12])[NH:11][C:6]=2[CH:5]=1.[C:15]1([CH3:27])[CH:20]=[CH:19][C:18]([CH:21]2[CH2:26][CH2:25][NH:24][CH2:23][CH2:22]2)=[CH:17][CH:16]=1.C([O-])([O-])=O.[K+].[K+]>CN(C=O)C>[C:15]1([CH3:27])[CH:16]=[CH:17][C:18]([CH:21]2[CH2:22][CH2:23][N:24]([CH2:2][CH2:3][C:4]3[CH:14]=[CH:13][C:7]4[O:8][CH2:9][C:10](=[O:12])[NH:11][C:6]=4[CH:5]=3)[CH2:25][CH2:26]2)=[CH:19][CH:20]=1 |f:2.3.4|. Procedure: To a 20 mL screw cap vial was added 123 (100 mg, 0.472 mmol), 4-p-tolylpiperidine (83 mg, 0.472 mmol), K2CO3 (131 mg, 0.945 mmol) in DMF (2 mL). The reaction was stirred at 80° C. for 4 h. The reaction was filtered and the crude material was purified by prep HPLC-MS using a 25-95% MeCN in water gradient. The appropriate fractions were collected and concentrated in vacuo to give the title compound as a white solid: 1H NMR (DMSO-d6, 400 MHz): δ=10.79 (br. s., 1H), 9.27 (br. s., 1H), 7.14 (br. s., ...